This data is from the Open Reaction Database (ORD), a public repository of structured organic reaction records. The task is: describe an organic reaction: reactants, conditions, products, and yield RXN SMILES: [Br:20][N:21]1[C:22](=[O:23])[CH2:24][CH2:25][C:26]1=[O:27].[CH3:29][C:30](=[O:31])[OH:32].[CH3:33][OH:34].[OH2:28].[c:1]1(-[n:7]2[c:8]3[cH:9][cH:10][cH:11][cH:12][c:13]3[c:14]3[cH:15][cH:16][cH:17][cH:18][c:19]23)[cH:2][cH:3][cH:4][cH:5][cH:6]1>>[c:1]1(-[n:7]2[c:8]3[cH:9][cH:10][cH:11][cH:12][c:13]3[c:14]3[cH:15][c:16]([Br:20])[cH:17][cH:18][c:19]23)[cH:2][cH:3][cH:4][cH:5][cH:6]1. The product is Brc1ccc2c(c1)c1ccccc1n2-c1ccccc1. Reactants: O=C1CCC(=O)N1Br, CC(=O)O, CO, O, c1ccc(-n2c3ccccc3c3ccccc32)cc1.